This data is from the Open Reaction Database (ORD), a public repository of structured organic reaction records. The task is: describe an organic reaction: reactants, conditions, products, and yield Reactants: ClCCl, Cc1cc(CC(OC(=O)N2CCC(N3Cc4ccccc4NC3=O)CC2)c2cc(CO)ccn2)cc2cn[nH]c12. Product: Cc1cc(CC(OC(=O)N2CCC(N3Cc4ccccc4NC3=O)CC2)c2cc(C=O)ccn2)cc2cn[nH]c12. Reaction SMILES: [CH2:41]([Cl:42])[Cl:43].[O:1]=[C:2]1[NH:3][c:4]2[cH:5][cH:6][cH:7][cH:8][c:9]2[CH2:10][N:11]1[CH:12]1[CH2:13][CH2:14][N:15]([C:18](=[O:19])[O:20][CH:21]([CH2:22][c:23]2[cH:24][c:25]3[cH:26][n:27][nH:28][c:29]3[c:30]([CH3:32])[cH:31]2)[c:33]2[n:34][cH:35][cH:36][c:37]([CH2:39][OH:40])[cH:38]2)[CH2:16][CH2:17]1>>[O:1]=[C:2]1[NH:3][c:4]2[cH:5][cH:6][cH:7][cH:8][c:9]2[CH2:10][N:11]1[CH:12]1[CH2:13][CH2:14][N:15]([C:18](=[O:19])[O:20][CH:21]([CH2:22][c:23]2[cH:24][c:25]3[cH:26][n:27][nH:28][c:29]3[c:30]([CH3:32])[cH:31]2)[c:33]2[n:34][cH:35][cH:36][c:37]([CH:39]=[O:40])[cH:38]2)[CH2:16][CH2:17]1. RXN SMILES: [CH2:1]([O:3][C:4]([C:6]1[C:10]([C:11]([O:13][CH2:14][CH3:15])=[O:12])=[C:9]([NH2:16])[S:8][C:7]=1[NH2:17])=[O:5])[CH3:2].[CH:18]([C:20]1[S:24][C:23]([C:25]2[S:26][CH:27]=[CH:28][CH:29]=2)=[CH:22][CH:21]=1)=O.C(O)(C(F)(F)F)=O>C(O)(C)C>[CH2:1]([O:3][C:4]([C:6]1[C:10]([C:11]([O:13][CH2:14][CH3:15])=[O:12])=[C:9]([N:16]=[CH:18][C:20]2[S:24][C:23]([C:25]3[S:26][CH:27]=[CH:28][CH:29]=3)=[CH:22][CH:21]=2)[S:8][C:7]=1[NH2:17])=[O:5])[CH3:2]. The solvent is C(C)(C)O (isopropanol). The product is C(C)OC(=O)C1=C(SC(=C1C(=O)OCC)N=CC1=CC=C(S1)C=1SC=CC1)N (2-amino-5-[([2,2′]bithiophenyl-5-ylmethylene)-amino]-thiophene-3,4-dicarboxylic acid diethyl ester). Reported procedure: 2,5-Diamino-thiophene-3,4-dicarboxylic acid diethyl ester (30 mg, 0.25 mmol) was mixed with 5-formyl-2,2′bithiophene (40 mg, 0.25 mmol) in isopropanol and refluxed for five hours following the catalytic addition of TFA. The solvent was removed and the product isolated as a yellow solid after purification by flash chromatography (42 mg, 64%). 1H-NMR (300 MHz, [D] DMSO): δ=8.19 (s, 1H), 7.89 (s, 2H), 7.58 (d, 1H, 3J=5.2 Hz), 7.50 (d, 1H, 3J=3.9 Hz) 7.41 (d, 1H, 3J=3.6 Hz), 7.34 (d, 1H, 3J=3.9 Hz),... Starting materials: C(C)OC(=O)C1=C(SC(=C1C(=O)OCC)N)N (2,5-Diamino-thiophene-3,4-dicarboxylic acid diethyl ester), C(=O)C1=CC=C(S1)C=1SC=CC1 (5-formyl-2,2′bithiophene), C(=O)(C(F)(F)F)O (TFA). Starting materials: C1(=CC=CC=C1)C(N[C@H](C)C1=CC=CC2=CC=CC=C12)C1=CC(=CC=C1)[N+](=O)[O-] (N-[phenyl-(3-nitrophenyl)methyl]-N-[(R)-1-(napthalen-1-yl)ethyl]amine), [BH4-].[Na+] (sodium borohydride). The reagents and catalysts are O.O.O.O.O.O.[Ni](Cl)Cl (nickel chloride hexahydrate). The product is C1(=CC=CC=C1)C(C=1C=C(C=CC1)N)N[C@H](C)C1=CC=CC2=CC=CC=C12 (3-{Phenyl-[(R)-1-(napthalen-1-yl)ethylamino]methyl}phenylamine). Isolated yield 93.9%. RXN SMILES: [C:1]1([CH:7]([C:21]2[CH:26]=[CH:25][CH:24]=[C:23]([N+:27]([O-])=O)[CH:22]=2)[NH:8][C@@H:9]([C:11]2[C:20]3[C:15](=[CH:16][CH:17]=[CH:18][CH:19]=3)[CH:14]=[CH:13][CH:12]=2)[CH3:10])[CH:6]=[CH:5][CH:4]=[CH:3][CH:2]=1.[BH4-].[Na+]>O.O.O.O.O.O.[Ni](Cl)Cl>[C:1]1([CH:7]([NH:8][C@@H:9]([C:11]2[C:20]3[C:15](=[CH:16][CH:17]=[CH:18][CH:19]=3)[CH:14]=[CH:13][CH:12]=2)[CH3:10])[C:21]2[CH:22]=[C:23]([NH2:27])[CH:24]=[CH:25][CH:26]=2)[CH:6]=[CH:5][CH:4]=[CH:3][CH:2]=1 |f:1.2,3.4.5.6.7.8.9|. Procedure details: Following a procedure similar to that described in Example (1b), 1.56 g of N-[phenyl-(3-nitrophenyl)methyl]-N-[(R)-1-(napthalen-1-yl)ethyl]amine [prepared as described in step (a) above], 2.23 g of nickel chloride hexahydrate and 650 mg of sodium borohydride were reacted, to obtain 1.35 g of the title compound as a yellow oil. The reactants are FC=1C=C(C=O)C=CC1F (3,4-difluorobenzaldehyde), C(C)[Mg]Br (ethylmagnesium bromide), C1CCOC1 (THF), CCCCCC.CCOC(=O)C (hexane EtOAc). The solvent is C(C)OCC (diethyl ether). Conditions: temperature 0 celsius, time 1 hour. The product is FC=1C=C(C=CC1F)C(CC)O (1-(3,4-difluorophenyl)propan-1-ol). RXN SMILES: [F:1][C:2]1[CH:3]=[C:4]([CH:7]=[CH:8][C:9]=1[F:10])[CH:5]=[O:6].[CH2:11]([Mg]Br)[CH3:12].C1COCC1.CCCCCC.CCOC(C)=O>C(OCC)C>[F:1][C:2]1[CH:3]=[C:4]([CH:5]([OH:6])[CH2:11][CH3:12])[CH:7]=[CH:8][C:9]=1[F:10] |f:3.4|. Reported procedure: To a solution of 3,4-difluorobenzaldehyde (5.0 g, 35.2 mmol) in diethyl ether (35 mL)in a round bottom flask was added a solution of ethylmagnesium bromide in THF (38.0 mL, 38.0 mmol) at 0° C. The reaction mixture was stirred at 0° C. for 1 h when TLC analysis indicated that the reaction was complete (Rf=0.5, 8:1 hexane/EtOAc). The reaction was quenched carefully by adding 38 mL of water. It was extracted with diethyl ether (2×30 mL), washed with brine and the organic layer was dried over Na2SO4...